Dataset: the Open Reaction Database (ORD), a public repository of structured organic reaction records. Task: describe an organic reaction: reactants, conditions, products, and yield The reactants are C(C)(C)(C)OC(=O)NC=1C=C2C=3CC(CCC3NC2=CC1)N(C)C (6-(t-butoxycarbonyl)amino-3-(dimethyl)amino-1,2,3,4-tetrahydro-9H-carbazole), C(C1=CC=CC=C1)(=O)Cl (benzoyl chloride). Product: C(C1=CC=CC=C1)(=O)NC=1C=C2C=3CC(CCC3NC2=CC1)N(C)C (6-(benzoyl)amino-3-(dimethyl)amino-1,2,3,4-tetrahydro-9H-carbazole). Isolated yield 37.5%. As a reaction SMILES: C(O[C:6]([NH:8][C:9]1[CH:10]=[C:11]2[C:19](=[CH:20][CH:21]=1)[NH:18][C:17]1[CH2:16][CH2:15][CH:14]([N:22]([CH3:24])[CH3:23])[CH2:13][C:12]2=1)=[O:7])(C)(C)C.C(Cl)(=O)[C:26]1[CH:31]=[CH:30][CH:29]=[CH:28][CH:27]=1>>[C:6]([NH:8][C:9]1[CH:10]=[C:11]2[C:19](=[CH:20][CH:21]=1)[NH:18][C:17]1[CH2:16][CH2:15][CH:14]([N:22]([CH3:23])[CH3:24])[CH2:13][C:12]2=1)(=[O:7])[C:26]1[CH:31]=[CH:30][CH:29]=[CH:28][CH:27]=1. Reported procedure: Beginning with 0.198 gm (0.60 mMol) 6-(t-butoxycarbonyl)amino-3-(dimethyl)amino-1,2,3,4-tetrahydro-9H-carbazole and 9.7 μL (0.84 mMol) benzoyl chloride, 0.075 gm (38%) of the title compound were prepared as a light grey foam. The reactants are C1(C=CC(C=C1)=O)=O (Benzoquinone), CCOC(=O)C (EtOAc), FC1=CC=C(C=C1)C(CC(=O)OCC)=O (ethyl 3-(4-fluorophenyl)-3-oxopropanoate). The reagents and catalysts are [Cl-].[Zn+2].[Cl-] (zinc chloride). Solvent: C1(=CC=CC=C1)C (toluene). Reaction conditions: temperature 70 celsius, time 15 minute. Product: FC1=CC=C(C=C1)C=1OC2=C(C1C(=O)OCC)C=C(C=C2)O (Ethyl 2-(4-fluorophenyl)-5-hydroxybenzofuran-3-carboxylate). Reaction SMILES: [F:1][C:2]1[CH:7]=[CH:6][C:5]([C:8](=[O:15])[CH2:9][C:10]([O:12][CH2:13][CH3:14])=[O:11])=[CH:4][CH:3]=1.[C:16]1(=O)[CH:21]=[CH:20][C:19](=[O:22])[CH:18]=[CH:17]1.CCOC(C)=O>C1(C)C=CC=CC=1.[Cl-].[Zn+2].[Cl-]>[F:1][C:2]1[CH:3]=[CH:4][C:5]([C:8]2[O:15][C:16]3[CH:21]=[CH:20][C:19]([OH:22])=[CH:18][C:17]=3[C:9]=2[C:10]([O:12][CH2:13][CH3:14])=[O:11])=[CH:6][CH:7]=1 |f:4.5.6|. Reported procedure: To a stirred solution of zinc chloride (8.39 g, 1.14 mmol, 1 eq) in toluene at ambient temperature, ethyl 3-(4-fluorophenyl)-3-oxopropanoate (13 g, 2.74 mmol, 1 eq) was added and stirred at 70° C. for 15 min. Benzoquinone (6.66 g, 0.72 mmol, 1 eq) was added portion wise into the reaction mixture and stirred at the same temperature for 15-20 min. Dean-stark apparatus was assembled and the reaction mixture was heated at 140° C. for 12 h and cooled to ambient temperature. Reaction completion was ju... The reactants are C(C1=CC=CC=C1)=O (benzaldehyde), C(CCCCCCC)=O (n-octanal). Yields the product C(CCCCC)C(C=O)=CC1=CC=CC=C1 (α-hexylcinnamaldehyde). Reaction SMILES: [CH:1](=O)[C:2]1[CH:7]=[CH:6][CH:5]=[CH:4][CH:3]=1.[CH:9](=[O:17])[CH2:10][CH2:11][CH2:12][CH2:13][CH2:14][CH2:15][CH3:16]>>[CH2:11]([C:10](=[CH:1][C:2]1[CH:7]=[CH:6][CH:5]=[CH:4][CH:3]=1)[CH:9]=[O:17])[CH2:12][CH2:13][CH2:14][CH2:15][CH3:16]. Procedure: The method of claim 1 or 2, wherein α-hexylcinnamaldehyde is prepared via aldol condensation of benzaldehyde and n-octanal.